This data is from the Open Reaction Database (ORD), a public repository of structured organic reaction records. The task is: describe an organic reaction: reactants, conditions, products, and yield Reactants: BrC=1N=C2C(=NC1)N(C=C2C(=O)O)COCC[Si](C)(C)C (2-bromo-5-(2-trimethylsilanylethoxymethyl)-5H-pyrrolo[2,3-b]pyrazine-7-carboxylic acid), C=1C=CC2=C(C1)N=NN2O (HOBt), CCN(C(C)C)C(C)C (i-Pr2NEt), FC(C(=O)O)(F)F.N[C@@H](C(=O)N1CCC(CC1)C#N)C(C)(C)C (1-((R)-2-amino-3,3-dimethyl-butyryl)-piperidine-4-carbonitrile trifluoroacetate), C(CCl)Cl (EDC). The solvent is CN(C)C=O (DMF). Reaction conditions: time 8 hour. The product is C(#N)C1CCN(CC1)C(=O)[C@@H](C(C)(C)C)NC(=O)C1=CN(C2=NC=C(N=C21)Br)COCC[Si](C)(C)C (2-bromo-5-(2-trimethylsilanyl-ethoxymethyl)-5H-pyrrolo[2,3-b]pyrazine-7-carboxylic acid [(R)-1-(4-cyano-piperidine-1-carbonyl)-2,2-dimethyl-propyl]-amide). Isolated yield 59.0%. As a reaction SMILES: [Br:1][C:2]1[N:3]=[C:4]2[C:10]([C:11]([OH:13])=O)=[CH:9][N:8]([CH2:14][O:15][CH2:16][CH2:17][Si:18]([CH3:21])([CH3:20])[CH3:19])[C:5]2=[N:6][CH:7]=1.FC(F)(F)C(O)=O.[NH2:29][C@H:30]([C:41]([CH3:44])([CH3:43])[CH3:42])[C:31]([N:33]1[CH2:38][CH2:37][CH:36]([C:39]#[N:40])[CH2:35][CH2:34]1)=[O:32].C(Cl)CCl.C1C=CC2N(O)N=NC=2C=1.CCN(C(C)C)C(C)C>CN(C=O)C>[C:39]([CH:36]1[CH2:37][CH2:38][N:33]([C:31]([C@H:30]([NH:29][C:11]([C:10]2[C:4]3[C:5](=[N:6][CH:7]=[C:2]([Br:1])[N:3]=3)[N:8]([CH2:14][O:15][CH2:16][CH2:17][Si:18]([CH3:21])([CH3:20])[CH3:19])[CH:9]=2)=[O:13])[C:41]([CH3:43])([CH3:42])[CH3:44])=[O:32])[CH2:34][CH2:35]1)#[N:40] |f:1.2|. Procedure: In a flask were combined 2-bromo-5-(2-trimethylsilanylethoxymethyl)-5H-pyrrolo[2,3-b]pyrazine-7-carboxylic acid (1.6 g, 4.3 mmol), 1-((R)-2-amino-3,3-dimethyl-butyryl)-piperidine-4-carbonitrile trifluoroacetate (crude from step 2), EDC (1.89 g, 9.9 mmol) and HOBt (1.67 g, 9.9 mmol). DMF (40 mL) was added followed by i-Pr2NEt (5.2 mL, 30.1 mmol). The reaction mixture was stirred at room temperature for overnight and then concentrated. The residue was taken up in EtOAc and 10% citric acid and the ... Starting materials: C1CCOC1 (THF), N1CCCCC1 (piperidine), FC(C1=C(C(=NO1)C1=CC=C(S1)C(=O)O)C)(F)F (5-(5-Trifluoromethyl-4-methyl-isoxazol-3-yl)-thiophene-2-carboxylic acid), N1CC(CCC1)CO (3-piperidinemethanol), acid chloride. Solvent: C(C)N(CC)CC (triethylamine). Yields the product OCC1CN(CCC1)C(=O)C=1SC(=CC1)C1=NOC(=C1C)C(F)(F)F ((3-Hydroxymethyl-piperidin-1-yl)-1-[5-(4-methyl-5-trifluoromethyl-isoxazol-3-yl)-thiophen-2-yl]-methanone). RXN SMILES: [F:1][C:2]([F:18])([F:17])[C:3]1[O:7][N:6]=[C:5]([C:8]2[S:12][C:11]([C:13]([OH:15])=O)=[CH:10][CH:9]=2)[C:4]=1[CH3:16].[NH:19]1[CH2:24][CH2:23][CH2:22][CH:21]([CH2:25][OH:26])[CH2:20]1.C1COCC1.N1CCCCC1>C(N(CC)CC)C>[OH:26][CH2:25][CH:21]1[CH2:22][CH2:23][CH2:24][N:19]([C:13]([C:11]2[S:12][C:8]([C:5]3[C:4]([CH3:16])=[C:3]([C:2]([F:1])([F:18])[F:17])[O:7][N:6]=3)=[CH:9][CH:10]=2)=[O:15])[CH2:20]1. Procedure: Prepared from 5-(5-Trifluoromethyl-4-methyl-isoxazol-3-yl)-thiophene-2-carboxylic acid and 3-piperidinemethanol by the method described in Example 2 Method B reversing the order of addition such that solid acid chloride was added to a THF solution of triethylamine and piperidine derivative. The reaction mixture was evaporated to an oil then partitioned between EtOAc (5 mL) and water (5 mL). The organic fraction was further washed with brine (2×5 mL), dried over MgSO4, filtered, and evaporated to...